This data is from the Open Reaction Database (ORD), a public repository of structured organic reaction records. The task is: describe an organic reaction: reactants, conditions, products, and yield Reactants: [OH-].[Li+] (lithium hydroxide), C(C)OC(C1=CN=C(C(=C1)C1=CC=C(C=C1)C(F)(F)F)CCC=1C=NC=NC1)=O (6-(2-pyrimidin-5-yl-ethyl)-5-(4-trifluoromethyl-phenyl)-nicotinic acid ethyl ester), COC(C1=CN=C(C(=C1)C1=CC=C(C=C1)C(F)(F)F)CCC=1C=NC=NC1)=O (6-(2-pyrimidin-5-yl-ethyl)-5-(4-trifluoromethyl-phenyl)-nicotinic acid methyl ester), Cl (HCl), O1CCOCC1 (dioxane). Run in O1CCCC1 (tetrahydrofuran), CO (methanol). Reaction conditions: time 20 hour. The product is N1=CN=CC(=C1)CCC1=NC=C(C(=O)O)C=C1C1=CC=C(C=C1)C(F)(F)F (6-(2-pyrimidin-5-yl-ethyl)-5-(4-trifluoromethyl-phenyl)-nicotinic acid). As a reaction SMILES: [OH-].[Li+].C([O:5][C:6](=[O:31])[C:7]1[CH:12]=[C:11]([C:13]2[CH:18]=[CH:17][C:16]([C:19]([F:22])([F:21])[F:20])=[CH:15][CH:14]=2)[C:10]([CH2:23][CH2:24][C:25]2[CH:26]=[N:27][CH:28]=[N:29][CH:30]=2)=[N:9][CH:8]=1)C.COC(=O)C1C=C(C2C=CC(C(F)(F)F)=CC=2)C(CCC2C=NC=NC=2)=NC=1.Cl.O1CCOCC1>O1CCCC1.CO>[N:29]1[CH:30]=[C:25]([CH2:24][CH2:23][C:10]2[C:11]([C:13]3[CH:18]=[CH:17][C:16]([C:19]([F:22])([F:20])[F:21])=[CH:15][CH:14]=3)=[CH:12][C:7]([C:6]([OH:31])=[O:5])=[CH:8][N:9]=2)[CH:26]=[N:27][CH:28]=1 |f:0.1|. Procedure details: Aqueous 1M lithium hydroxide solution (2.25 ml, 2.25 mmol) was added to a solution of 6-(2-pyrimidin-5-yl-ethyl)-5-(4-trifluoromethyl-phenyl)-nicotinic acid ethyl ester and 6-(2-pyrimidin-5-yl-ethyl)-5-(4-trifluoromethyl-phenyl)-nicotinic acid methyl ester (46:54, 196 mg, 0.49 mmol) in tetrahydrofuran and methanol (6:1, 7 ml). The reaction mixture was stirred for 20 hours at room temperature then concentrated in vacuo. The residue was treated with 4M HCl in dioxane (0.56 ml, 2.25 mmol) and conce... Starting materials: ClC1=CC=C(C=C1)C#CCCCCCCCCCCCNC1=CC=C(C(=O)O)C=C1 (4-[13-(4-chlorophenyl)-12-tridecynylamino]benzoic acid), [OH-].[Na+] (sodium hydroxide). The solvent is C(C)O.O (ethanol water). The product is ClC1=CC=C(C=C1)C#CCCCCCCCCCCCNC1=CC=C(C(=O)[O-])C=C1.[Na+] (sodium 4-[13-(4-chlorophenyl)tridec-12-ynylamino]benzoate). Reaction SMILES: [Cl:1][C:2]1[CH:7]=[CH:6][C:5]([C:8]#[C:9][CH2:10][CH2:11][CH2:12][CH2:13][CH2:14][CH2:15][CH2:16][CH2:17][CH2:18][CH2:19][CH2:20][NH:21][C:22]2[CH:30]=[CH:29][C:25]([C:26]([OH:28])=[O:27])=[CH:24][CH:23]=2)=[CH:4][CH:3]=1.[OH-].[Na+:32]>C(O)C.O>[Cl:1][C:2]1[CH:7]=[CH:6][C:5]([C:8]#[C:9][CH2:10][CH2:11][CH2:12][CH2:13][CH2:14][CH2:15][CH2:16][CH2:17][CH2:18][CH2:19][CH2:20][NH:21][C:22]2[CH:23]=[CH:24][C:25]([C:26]([O-:28])=[O:27])=[CH:29][CH:30]=2)=[CH:4][CH:3]=1.[Na+:32] |f:1.2,3.4,5.6|. Reported procedure: A mixture of 3.62 g. of 4-[13-(4-chlorophenyl)tridec-12-ynylamino]benzoic acid (Example 7) and 25 ml. of ethanol-water (9:1) containing 0.400 g. of sodium hydroxide is stirred for 4 hours. The mixture is filtered and the residue washed with 10 ml. of ethanol-water (9:1) and dried in vacuo for 24 hours to yield sodium 4-[13-(4-chlorophenyl)tridec-12-ynylamino]benzoate as a white solid. Starting materials: CSCCCl (2-chloro-ethyl methyl sulfide), [I-].[K+] (potassium iodide), NC1=CC(=C(C(=O)N[C@@H]2[C@@H](CN(CC2)CCCOC2=CC=C(C=C2)F)OC)C=C1Cl)O (Cis-4-amino-5-chloro-N-{1-[3-(4-fluorophenoxy)propyl]-3-methoxy-4-piperidinyl}-2-hydroxybenzamide), [H-].[Na+] (sodium hydride). Reagents/catalysts: [Br-].C(CCC)[N+](CCCC)(CCCC)CCCC (tetrabutylammonium bromide). The solvent is C(C)#N (acetonitrile). Conditions: temperature 40 celsius. Product: O.NC1=CC(=C(C(=O)N[C@@H]2[C@@H](CN(CC2)CCCOC2=CC=C(C=C2)F)OC)C=C1Cl)OCCSC (Cis-4-amino-5-chloro-N-{1-[3-(4-fluorophenoxy)propyl]-3-methoxy-4-piperidinyl}-2-[2-(methylthio)ethoxy]benzamide monohydrate). Isolated yield 95.6%. RXN SMILES: [NH2:1][C:2]1[C:29]([Cl:30])=[CH:28][C:5]([C:6]([NH:8][C@H:9]2[CH2:14][CH2:13][N:12]([CH2:15][CH2:16][CH2:17][O:18][C:19]3[CH:24]=[CH:23][C:22]([F:25])=[CH:21][CH:20]=3)[CH2:11][C@H:10]2[O:26][CH3:27])=[O:7])=[C:4]([OH:31])[CH:3]=1.[H-].[Na+].[CH3:34][S:35][CH2:36][CH2:37]Cl.[I-].[K+]>C(#N)C.[Br-].C([N+](CCCC)(CCCC)CCCC)CCC>[OH2:7].[NH2:1][C:2]1[C:29]([Cl:30])=[CH:28][C:5]([C:6]([NH:8][C@H:9]2[CH2:14][CH2:13][N:12]([CH2:15][CH2:16][CH2:17][O:18][C:19]3[CH:20]=[CH:21][C:22]([F:25])=[CH:23][CH:24]=3)[CH2:11][C@H:10]2[O:26][CH3:27])=[O:7])=[C:4]([O:31][CH2:37][CH2:36][S:35][CH3:34])[CH:3]=1 |f:1.2,4.5,7.8,9.10|. Procedure: The product from Step A (0.45 g, 1 mmole) was added to a stirred suspension of sodium hydride (40 mg, 1 mmole of 60%, washed with petroleum ether) in acetonitrile (10 ml) followed by tetrabutylammonium bromide (0.32 g, 1 mmole). The reaction mixture was heated to 40° C. for 15 minutes, and there was then added 2-chloro-ethyl methyl sulfide (0.44 g, 4 mmole) and potassium iodide (50 mg). The mixture was heated to reflux for 2 hours. The solvent was evaporated and the residue was partitioned betwe... The reactants are ClC=1C=C(C=C(C1OCOC)C)OC(C1=CC=CC=C1)=O (3-chloro-4-methoxymethoxy-5-methyl-1-benzoyloxybenzene), [OH-].[K+] (potassium hydroxide). The solvent is CO (methanol). The product is ClC=1C=C(C=C(C1OCOC)C)O (3-chloro-4-methoxymethoxy-5-methylphenol). The yield is 101.3%. RXN SMILES: [Cl:1][C:2]1[CH:3]=[C:4]([O:13]C(=O)C2C=CC=CC=2)[CH:5]=[C:6]([CH3:12])[C:7]=1[O:8][CH2:9][O:10][CH3:11].[OH-].[K+]>CO>[Cl:1][C:2]1[CH:3]=[C:4]([OH:13])[CH:5]=[C:6]([CH3:12])[C:7]=1[O:8][CH2:9][O:10][CH3:11] |f:1.2|. Procedure: Then, 26 g of 3-chloro-4-methoxymethoxy-5-methyl-1-benzoyloxybenzene was dissolved in 200 ml of methanol, and the solution was stirred at room temperature, while adding dropwise 60 ml of 10% aqueous potassium hydroxide solution. After completion of the reaction, the solvent was removed by distillation under reduced pressure. The residue was added to 150 ml of water, neutralized with 10% aqueous hydrochloric acid solution, and extracted with 200 ml of diethyl ether. The solvent was removed by dis...